Dataset: the Open Reaction Database (ORD), a public repository of structured organic reaction records. Task: describe an organic reaction: reactants, conditions, products, and yield The reactants are CC(C)(C)OC(=O)N1CCNCC1, CC#N, Clc1cncc(Cl)n1. The product is CC(C)(C)OC(=O)N1CCN(c2cncc(Cl)n2)CC1. As a reaction SMILES: [C:9](=[O:10])([O:11][C:12]([CH3:13])([CH3:14])[CH3:15])[N:16]1[CH2:17][CH2:18][NH:19][CH2:20][CH2:21]1.[CH3:22][C:23]#[N:24].[Cl:1][c:2]1[n:3][c:4]([Cl:8])[cH:5][n:6][cH:7]1>>[c:2]1([N:19]2[CH2:18][CH2:17][N:16]([C:9](=[O:10])[O:11][C:12]([CH3:13])([CH3:14])[CH3:15])[CH2:21][CH2:20]2)[n:3][c:4]([Cl:8])[cH:5][n:6][cH:7]1. Starting materials: O1C=CC2=C1CN(CCC2)C(CCCCCC2=CC=CC=C2)=O (1-(4,5,6,8-tetrahydrofuro[2,3-c]azepin-7-yl)-6-phenylhexan-1-one), CNC (dimethylamine), C=O (formaldehyde). Run in C(C)(=O)O (acetic acid). Reaction conditions: temperature 100 celsius, time 30 minute. Yields the product CN(C)CC1=CC2=C(CN(CCC2)C(CCCCCC2=CC=CC=C2)=O)O1 (1-(2-dimethylaminomethyl-4,5,6,8-tetrahydrofuro[2,3-c]azepin-7-yl)-6-phenylhexan-1-one). RXN SMILES: [O:1]1[C:5]2[CH2:6][N:7]([C:11](=[O:23])[CH2:12][CH2:13][CH2:14][CH2:15][CH2:16][C:17]3[CH:22]=[CH:21][CH:20]=[CH:19][CH:18]=3)[CH2:8][CH2:9][CH2:10][C:4]=2[CH:3]=[CH:2]1.[CH3:24][NH:25][CH3:26].[CH2:27]=O>C(O)(=O)C>[CH3:24][N:25]([CH2:27][C:2]1[O:1][C:5]2[CH2:6][N:7]([C:11](=[O:23])[CH2:12][CH2:13][CH2:14][CH2:15][CH2:16][C:17]3[CH:18]=[CH:19][CH:20]=[CH:21][CH:22]=3)[CH2:8][CH2:9][CH2:10][C:4]=2[CH:3]=1)[CH3:26]. Reported procedure: To a solution of 0.216 g (0.694 mmol) of 1-(4,5,6,8-tetrahydrofuro[2,3-c]azepin-7-yl)-6-phenylhexan-1-one in 20 ml of acetic acid, 75 mg (0.83 mmol) of 50% aqueous dimethylamine and 68 mg (0.83 mmol) of 37% aqueous formaldehyde were added, followed by stirring at 100° C. for 30 minutes. After the solvent was distilled off under reduced pressure, the residual solution was alkalified with aqueous sodium hydroxide and extracted with dichloromethane 3 times. The combined organic layer was dried over... Run in CC(=O)C (acetone), C(C)N(CC)CC (triethylamine). Product: ClC1=NC=CC=C1C(=O)OCOC(C(C)(C)C)=O (Pivaloyloxymethyl 2-chloro-3-pyridinecarboxylate). RXN SMILES: [Cl:1][C:2]1[C:7]([C:8]([OH:10])=[O:9])=[CH:6][CH:5]=[CH:4][N:3]=1.[C:11]([O:17][CH2:18]Cl)(=[O:16])[C:12]([CH3:15])([CH3:14])[CH3:13].O>CC(C)=O.C(N(CC)CC)C>[Cl:1][C:2]1[C:7]([C:8]([O:10][CH2:18][O:17][C:11](=[O:16])[C:12]([CH3:15])([CH3:14])[CH3:13])=[O:9])=[CH:6][CH:5]=[CH:4][N:3]=1. Procedure: Into a suspension of 2-chloro-3-pyridinecarboxylic acid (23.7 g) in 500 ml of acetone, triethylamine (30.7 ml) is added. After 30 minutes of stirring, pivaloyloxymethyl chloride (22.5 ml) is poured into the reaction mixture, and the resulting mixture heated to reflux for 2 hours. The mixture is then cooled to a temperature of 15°-20° C., and then poured into 1000 ml of cooled water. The resulting mixture is then extracted with methylene chloride (2×100 ml), and the water layer discarded. To the ... Reactants: ClC1=NC=CC=C1C(=O)O (2-chloro-3-pyridinecarboxylic acid), O (water), C(C(C)(C)C)(=O)OCCl (pivaloyloxymethyl chloride). Reaction conditions: time 30 minute. Reactants: CC(=O)C1=CC(=CC(=C1)C(F)(F)F)C(F)(F)F (3,5-bis(trifluoromethyl)acetophenone), C=CC1=CC=[NH+]C=C1.[Br-].[Br-].[Br-] (poly(4-vinyl pyridinium tribromide)). Solvent: CO (methanol). The product is FC(C=1C=C(C=C(C1)C(F)(F)F)C(CBr)=O)(F)F (1-[3,5-bis(trifluoromethyl)phenyl]-2-bromoethan-1-one). The yield is 91.8%. As a reaction SMILES: [CH3:1][C:2]([C:4]1[CH:9]=[C:8]([C:10]([F:13])([F:12])[F:11])[CH:7]=[C:6]([C:14]([F:17])([F:16])[F:15])[CH:5]=1)=[O:3].C=CC1C=C[NH+]=CC=1.[Br-:26].[Br-].[Br-]>CO>[F:17][C:14]([F:15])([F:16])[C:6]1[CH:5]=[C:4]([C:2](=[O:3])[CH2:1][Br:26])[CH:9]=[C:8]([C:10]([F:11])([F:12])[F:13])[CH:7]=1 |f:1.2.3.4|. Reported procedure: A stirred suspension of 1 g (3.9 mmol) of 3,5-bis(trifluoromethyl)acetophenone (Lancaster, Windham, N.H., USA) in dry methanol (20 mL) and 1 g (15 mmol, 2.6 eq) of poly(4-vinyl pyridinium tribromide)(Aldrich, Milwaukee, Wis. , USA) was protected from moisture with dry nitrogen, and heated at reflux for 70 min. The polymer was filtered from the cooled solution and washed with methanol and twice with dichloromethane. The solvents were removed in vacuo to give 1-[3,5-bis(trifluoromethyl)phenyl]-2-b... The reactants are BrB(Br)Br, ClCCl, COc1c(N)cccc1-c1c[nH]c(C(=O)O)c1. Product: Nc1cccc(-c2c[nH]c(C(=O)O)c2)c1O. Reaction SMILES: [B:18]([Br:19])([Br:20])[Br:21].[Cl:22][CH2:23][Cl:24].[NH2:1][c:2]1[c:3]([O:16][CH3:17])[c:4](-[c:8]2[cH:9][c:10]([C:13](=[O:14])[OH:15])[nH:11][cH:12]2)[cH:5][cH:6][cH:7]1>>[NH2:1][c:2]1[c:3]([OH:16])[c:4](-[c:8]2[cH:9][c:10]([C:13](=[O:14])[OH:15])[nH:11][cH:12]2)[cH:5][cH:6][cH:7]1. Reactants: C(C1=CC=CC=C1)N1C(CNCC1)C(=O)OCC (Ethyl 1-benzylpiperazine-2-carboxylate), IC (iodomethane). Yields the product C(C1=CC=CC=C1)N1C(CN(CC1)C)C(=O)OCC (Ethyl 1-benzyl-4-methylpiperazine-2-carboxylate). The yield is 72.8%. As a reaction SMILES: [CH2:1]([N:8]1[CH2:13][CH2:12][NH:11][CH2:10][CH:9]1[C:14]([O:16][CH2:17][CH3:18])=[O:15])[C:2]1[CH:7]=[CH:6][CH:5]=[CH:4][CH:3]=1.I[CH3:20]>>[CH2:1]([N:8]1[CH2:13][CH2:12][N:11]([CH3:20])[CH2:10][CH:9]1[C:14]([O:16][CH2:17][CH3:18])=[O:15])[C:2]1[CH:3]=[CH:4][CH:5]=[CH:6][CH:7]=1. Procedure details: Ethyl 1-benzylpiperazine-2-carboxylate (3.03 g, 12.2 mmol) was reacted with iodomethane (1.73 g, 12.2 mmol) according to the procedure as described in Example 48, Step A to give the title compound as yellow oil (2.33 g, 73%). The compound was characterized by the following spectroscopic data: